Dataset: the Open Reaction Database (ORD), a public repository of structured organic reaction records. Task: describe an organic reaction: reactants, conditions, products, and yield The reactants are CC=1C=CC(=C(C(=O)O)C1)N1N=CC=N1 (5-methyl-2-(2H-1,2,3-triazol-2-yl)benzoic acid), C[C@@H]1[C@@H](NCCC1)CNC1=NC=C(C=C1)C(F)(F)F (rac-cis-N-((3-methylpiperidin-2-yl)methyl)-5-(trifluoromethyl)pyridin-2-amine). Yields the product C[C@@H]1[C@@H](N(CCC1)C(=O)C1=C(C=CC(=C1)C)N1N=CC=N1)CNC1=NC=C(C=C1)C(F)(F)F (rac-cis-(3-Methyl-2-(((5-(trifluoromethyl)pyridin-2-yl)amino)methyl)piperidin-1-yl)(5-methyl-2-(2H-1,2,3-triazol-2-yl)phenyl)methanone). Reaction SMILES: [CH3:1][C:2]1[CH:3]=[CH:4][C:5]([N:11]2[N:15]=[CH:14][CH:13]=[N:12]2)=[C:6]([CH:10]=1)[C:7]([OH:9])=O.[CH3:16][C@H:17]1[CH2:22][CH2:21][CH2:20][NH:19][C@H:18]1[CH2:23][NH:24][C:25]1[CH:30]=[CH:29][C:28]([C:31]([F:34])([F:33])[F:32])=[CH:27][N:26]=1>>[CH3:16][C@H:17]1[CH2:22][CH2:21][CH2:20][N:19]([C:7]([C:6]2[CH:10]=[C:2]([CH3:1])[CH:3]=[CH:4][C:5]=2[N:11]2[N:15]=[CH:14][CH:13]=[N:12]2)=[O:9])[C@H:18]1[CH2:23][NH:24][C:25]1[CH:30]=[CH:29][C:28]([C:31]([F:34])([F:32])[F:33])=[CH:27][N:26]=1. Reported procedure: The title compound was synthesized following the same general protocol as described in Example 11 using 5-methyl-2-(2H-1,2,3-triazol-2-yl)benzoic acid and rac-cis-N-((3-methylpiperidin-2-yl)methyl)-5-(trifluoromethyl)pyridin-2-amine. ESI-MS (m/z): 459, [M+1]+.